From a dataset of the Open Reaction Database (ORD), a public repository of structured organic reaction records. describe an organic reaction: reactants, conditions, products, and yield Starting materials: C(C(=C)C)(=O)OC (methyl methacrylate), C1(CCCCC1)O (cyclohexanol), C1(=CC=CC=C1)NC1=CC=C(C=C1)C1=CC=C(NC2=CC=CC=C2)C=C1 (N,N'-diphenylbenzidine), [C-]#N.[K+] (potassium cyanide), C(C(=C)C)(=O)OC.CO (methyl methacrylate methanol). Run at temperature 75 celsius, time 3.5 hour. Product: C(C(=C)C)(=O)OC1CCCCC1 (cyclohexyl methacrylate). As a reaction SMILES: [C:1]([O:6][CH3:7])(=[O:5])[C:2]([CH3:4])=[CH2:3].[CH:8]1(O)[CH2:13][CH2:12]C[CH2:10][CH2:9]1.C1(NC2C=CC(C3C=CC(NC4C=CC=CC=4)=CC=3)=CC=2)C=CC=CC=1.[C-]#N.[K+].C(OC)(=O)C(C)=C.CO>>[C:1]([O:6][CH:7]1[CH2:12][CH2:13][CH2:8][CH2:9][CH2:10]1)(=[O:5])[C:2]([CH3:4])=[CH2:3] |f:3.4,5.6|. Procedure: 400 g of methyl methacrylate (4 mole), 200 g of cyclohexanol (2 mole) and 0.30 g of N,N'-diphenylbenzidine (500 ppm) are added to a 1 liter round-bottomed flask. Azeotropic dehydration is accomplished by conducting air through the resulting mixture, by way of a 1 m vigreux column. After cooling of the contents of the flask to about 75° C., 3 g of potassium cyanide (0.5%) are added, and the methyl methacrylate/methanol-azeotrope is distilled-off at a temperature of 65° C. at the head of the colum... Starting materials: CSCCC(NC(=O)OCc1ccccc1)C(=O)O, CCN=C=NCCCN(C)C, CCOC(C)=O, ClCCl, Cl, COC1CCC(N)C(CNC(=O)OC(C)(C)C)C1, On1nnc2ccccc21. Product: COC1CCC(NC(=O)C(CCSC)NC(=O)OCc2ccccc2)C(CNC(=O)OC(C)(C)C)C1. As a reaction SMILES: [C:29](=[O:30])([O:31][CH2:32][c:33]1[cH:34][cH:35][cH:36][cH:37][cH:38]1)[NH:39][CH:40]([CH2:41][CH2:42][S:43][CH3:44])[C:45](=[O:46])[OH:47].[CH3:49][N:50]([CH3:51])[CH2:52][CH2:53][CH2:54][N:55]=[C:56]=[N:57][CH2:58][CH3:59].[CH3:63][CH2:64][O:65][C:66]([CH3:67])=[O:68].[Cl:60][CH2:61][Cl:62].[ClH:48].[NH2:1][CH:2]1[CH:3]([CH2:10][NH:11][C:12]([O:13][C:14]([CH3:15])([CH3:16])[CH3:17])=[O:18])[CH2:4][CH:5]([O:8][CH3:9])[CH2:6][CH2:7]1.[OH:19][n:20]1[c:21]2[cH:22][cH:23][cH:24][cH:25][c:26]2[n:27][n:28]1>>[NH:1]([CH:2]1[CH:3]([CH2:10][NH:11][C:12]([O:13][C:14]([CH3:15])([CH3:16])[CH3:17])=[O:18])[CH2:4][CH:5]([O:8][CH3:9])[CH2:6][CH2:7]1)[C:45]([CH:40]([NH:39][C:29](=[O:30])[O:31][CH2:32][c:33]1[cH:34][cH:35][cH:36][cH:37][cH:38]1)[CH2:41][CH2:42][S:43][CH3:44])=[O:46]. Reactants: ClC1=NN2C(C(=CC=C2)C2=CC=CC=3OC(OC32)(F)F)=N1 (2-chloro-8-(2,2-difluoro-1,3-bezodioxol-4-yl)-[1,2,4]triazolo[1,5-a]pyridine), C(C)(C)(C)OC(=O)N1CCC2=C(CC1)C=CC(=C2)N (7-amino-1,2,4,5-tetrahydro-3-benzazepine-3-carboxylic acid tert-butyl ester). Yields the product C(C)(C)(C)OC(=O)N1CCC2=C(CC1)C=CC(=C2)NC2=NN1C(C(=CC=C1)C1=CC=CC=3OC(OC31)(F)F)=N2 (7-[8-(2,2-difluoro-1,3-benzodioxol-4-yl)-[1,2,4]triazolo[1,5-a]pyridin-2-yl-amino]-1,2,4,5-tetrahydro-3-benzazepine-3-carboxylic acid tert-butyl ester), foam. Isolated yield 58.0%. As a reaction SMILES: Cl[C:2]1[N:21]=[C:5]2[C:6]([C:10]3[C:18]4[O:17][C:16]([F:20])([F:19])[O:15][C:14]=4[CH:13]=[CH:12][CH:11]=3)=[CH:7][CH:8]=[CH:9][N:4]2[N:3]=1.[C:22]([O:26][C:27]([N:29]1[CH2:35][CH2:34][C:33]2[CH:36]=[CH:37][C:38]([NH2:40])=[CH:39][C:32]=2[CH2:31][CH2:30]1)=[O:28])([CH3:25])([CH3:24])[CH3:23]>>[C:22]([O:26][C:27]([N:29]1[CH2:35][CH2:34][C:33]2[CH:36]=[CH:37][C:38]([NH:40][C:2]3[N:21]=[C:5]4[C:6]([C:10]5[C:18]6[O:17][C:16]([F:20])([F:19])[O:15][C:14]=6[CH:13]=[CH:12][CH:11]=5)=[CH:7][CH:8]=[CH:9][N:4]4[N:3]=3)=[CH:39][C:32]=2[CH2:31][CH2:30]1)=[O:28])([CH3:25])([CH3:23])[CH3:24]. Procedure details: 7-[8-(2,2-difluoro-1,3-benzodioxol-4-yl)-[1,2,4]triazolo[1,5-a]pyridin-2-yl-amino]-1,2,4,5-tetrahydro-3-benzazepine-3-carboxylic acid tert-butyl ester was prepared from 2-chloro-8-(2,2-difluoro-1,3-bezodioxol-4-yl)-[1,2,4]triazolo[1,5-a]pyridine (0.78 g, 2.5 mmol), and 7-amino-1,2,4,5-tetrahydro-3-benzazepine-3-carboxylic acid tert-butyl ester (0.99 g, 3.778 mmol), in a manner analogous to Example 2d. Product was isolated as a foam (0.78 g, 58%). 1H NMR (400 MHz, CDCl3, δ, ppm): 8.48 (d, J=6 Hz,... The reactants are CO, Cl, Cl, NO, [Na+], [OH-], O, O=C([O-])CCCCCNC(=O)C=Cc1ccco1. The product is O=C(C=Cc1ccco1)NCCCCCC(=O)NO. As a reaction SMILES: [CH3:25][OH:26].[ClH:19].[ClH:24].[NH2:20][OH:21].[Na+:23].[OH-:22].[OH2:27].[o:1]1[c:2]([CH:6]=[CH:7][C:8](=[O:9])[NH:10][CH2:11][CH2:12][CH2:13][CH2:14][CH2:15][C:16](=[O:17])[O-:18])[cH:3][cH:4][cH:5]1>>[o:1]1[c:2]([CH:6]=[CH:7][C:8](=[O:9])[NH:10][CH2:11][CH2:12][CH2:13][CH2:14][CH2:15][C:16](=[O:18])[NH:20][OH:21])[cH:3][cH:4][cH:5]1. Starting materials: CCOC(=O)c1c(C)ncn1CCC1CSC(c2cc3cc(Cl)cc(NC4CCCC4)c3[nH]2)=N1, CO, Cl, [Li+], C1CCOC1, [OH-], O, O. Yields the product Cc1ncn(CCC2CSC(c3cc4cc(Cl)cc(NC5CCCC5)c4[nH]3)=N2)c1C(=O)O. As a reaction SMILES: [CH2:1]([CH3:2])[O:3][C:4](=[O:5])[c:6]1[n:7]([CH2:12][CH2:13][CH:14]2[N:15]=[C:16]([c:19]3[nH:20][c:21]4[c:22]([NH:29][CH:30]5[CH2:31][CH2:32][CH2:33][CH2:34]5)[cH:23][c:24]([Cl:28])[cH:25][c:26]4[cH:27]3)[S:17][CH2:18]2)[cH:8][n:9][c:10]1[CH3:11].[CH3:35][OH:36].[ClH:40].[Li+:39].[O:41]1[CH2:42][CH2:43][CH2:44][CH2:45]1.[OH-:38].[OH2:37].[OH2:46]>>[O:3]=[C:4]([OH:5])[c:6]1[n:7]([CH2:12][CH2:13][CH:14]2[N:15]=[C:16]([c:19]3[nH:20][c:21]4[c:22]([NH:29][CH:30]5[CH2:31][CH2:32][CH2:33][CH2:34]5)[cH:23][c:24]([Cl:28])[cH:25][c:26]4[cH:27]3)[S:17][CH2:18]2)[cH:8][n:9][c:10]1[CH3:11]. Yields the product COCCCOc1cc(I)ncc1OC. Starting materials: [Li]CCCC, CCCCCC, [Cl-], COCCCOc1cc(I)nc(I)c1OC, [NH4+], C1CCOC1, O. As a reaction SMILES: [CH2:17]([Li:18])[CH2:19][CH2:20][CH3:21].[CH3:25][CH2:26][CH2:27][CH2:28][CH2:29][CH3:30].[Cl-:23].[I:1][c:2]1[n:3][c:4]([I:16])[cH:5][c:6]([O:10][CH2:11][CH2:12][CH2:13][O:14][CH3:15])[c:7]1[O:8][CH3:9].[NH4+:24].[O:31]1[CH2:32][CH2:33][CH2:34][CH2:35]1.[OH2:22]>>[cH:2]1[n:3][c:4]([I:16])[cH:5][c:6]([O:10][CH2:11][CH2:12][CH2:13][O:14][CH3:15])[c:7]1[O:8][CH3:9].